Dataset: the Open Reaction Database (ORD), a public repository of structured organic reaction records. Task: describe an organic reaction: reactants, conditions, products, and yield Starting materials: C(C)(C)NC(C)C (diisopropylamine), P(=S)(Cl)(Cl)Cl (thiophosphoryl chloride). The solvent is CCOCC (ether), CCOCC (ether). Product: C(C)(C)N(P(=S)(Cl)Cl)C(C)C (N,N-Diisopropylthiophosphoramidic Dichloride). The yield is 37.7%. Reaction SMILES: [CH:1]([NH:4][CH:5]([CH3:7])[CH3:6])([CH3:3])[CH3:2].[P:8](Cl)([Cl:11])([Cl:10])=[S:9]>CCOCC>[CH:1]([N:4]([CH:5]([CH3:7])[CH3:6])[P:8]([Cl:11])([Cl:10])=[S:9])([CH3:3])[CH3:2]. Reported procedure: A solution of diisopropylamine (72 mL, 0.512 mole) in 75 mL of anhydrous ether was added dropwise to a cold (ice bath) solution of 106 mL (1.02 moles) of thiophosphoryl chloride in 300 mL of anhydrous ether under an argon atmosphere. The resultant slurry was allowed to slowly warm to room temperature. After filtering to remove isopropylamine hydrochloride, the filtrate was concentrated under vacuum to provide a red oil (45.2 g, 75.4%). Starting materials: CI, CO, O=C(c1ccc(-c2ccncc2)cc1)N1CCN(S(=O)(=O)c2ccc3cc(Cl)ccc3c2)CC1, Cl, c1ccccc1. The product is C[n+]1ccc(-c2ccc(C(=O)N3CCN(S(=O)(=O)c4ccc5cc(Cl)ccc5c4)CC3)cc2)cc1, [I-]. RXN SMILES: [CH3:36][I:37].[CH3:44][OH:45].[Cl:2][c:3]1[cH:4][c:5]2[cH:6][cH:7][c:8]([S:13](=[O:14])(=[O:15])[N:16]3[CH2:17][CH2:18][N:19]([C:22]([c:23]4[cH:24][cH:25][c:26](-[c:29]5[cH:30][cH:31][n:32][cH:33][cH:34]5)[cH:27][cH:28]4)=[O:35])[CH2:20][CH2:21]3)[cH:9][c:10]2[cH:11][cH:12]1.[ClH:1].[cH:38]1[cH:39][cH:40][cH:41][cH:42][cH:43]1>>[Cl:2][c:3]1[cH:4][c:5]2[cH:6][cH:7][c:8]([S:13](=[O:14])(=[O:15])[N:16]3[CH2:17][CH2:18][N:19]([C:22]([c:23]4[cH:24][cH:25][c:26](-[c:29]5[cH:30][cH:31][n+:32]([CH3:36])[cH:33][cH:34]5)[cH:27][cH:28]4)=[O:35])[CH2:20][CH2:21]3)[cH:9][c:10]2[cH:11][cH:12]1.[I-:37]. The product is [Br-].CC1(CC1)[N+]=1N=CN(C1)N (1-methylcyclopropyl-4-amino-1,2,4-triazolium bromide). Reactants: NN1C=NN=C1 (4-amino-1,2,4-triazole), NN1C=NN=C1 (4-amino-1,2,4-triazole), NN1C=NN=C1.C(C)#N (4-amino-1,2,4-triazole acetonitrile), C(C)#N (acetonitrile), BrCC1CC1 (Bromomethylcyclopropane). The solvent is C(C)OCC (diethyl ether), C(C)(C)O (isopropanol). Reaction SMILES: [NH2:1][N:2]1[CH:6]=[N:5][N:4]=[CH:3]1.C(#N)C.[Br:10][CH2:11][CH:12]1[CH2:14][CH2:13]1.NN1C=NN=C1.C(#N)C>C(O)(C)C.C(OCC)C>[Br-:10].[CH3:11][C:12]1([N+:5]2[N:4]=[CH:3][N:2]([NH2:1])[CH:6]=2)[CH2:14][CH2:13]1 |f:3.4,7.8|. Reported procedure: 4-amino-1,2,4-triazole 3.2154 g, 38.2 mmoles, was weighed out and dissolved into 100 ml of acetonitrile in three necked, round bottomed 250 ml flask equipped with an overhead stirrer. Bromomethylcyclopropane, 10.7539 g, 79.6 mmoles, was weighed out and added slowly to the vigorously stirred 4-amino-1,2,4-triazole/acetonitrile solution. Reaction mixture was heated to 50° C. for 5 days, at which time, thin layer chromatography revealed that no 4-amino-1,2,4-triazole remained. The reaction solution... Conditions: temperature 50 celsius. The reactants are NC=1N(C(C2=C(N1)N(C=C2C=O)CC2=CC=CC=C2)=O)COC(C)C (2-amino-7-benzyl-3-isopropyloxymethylpyrrolo[2,3-d]pyrimidin-4-one-5-carbaldehyde), NC1=CC=CC=C1 (aniline), Cl (HCl), [BH4-].[Na+] (sodium borohydride). Run in CO (methanol). Conditions: time 60 minute. The product is NC=1N(C(C2=C(N1)N(C=C2CNC2=CC=CC=C2)CC2=CC=CC=C2)=O)COC(C)C (2-amino-7-benzyl-5-phenylaminomethyl-3-isopropyloxymethylpyrrolo[2,3-d]pyrimidin-4-one). The yield is 68.4%. As a reaction SMILES: [NH2:1][C:2]1[N:3]([CH2:21][O:22][CH:23]([CH3:25])[CH3:24])[C:4](=[O:20])[C:5]2[C:10]([CH:11]=O)=[CH:9][N:8]([CH2:13][C:14]3[CH:19]=[CH:18][CH:17]=[CH:16][CH:15]=3)[C:6]=2[N:7]=1.[NH2:26][C:27]1[CH:32]=[CH:31][CH:30]=[CH:29][CH:28]=1.[BH4-].[Na+].Cl>CO>[NH2:1][C:2]1[N:3]([CH2:21][O:22][CH:23]([CH3:24])[CH3:25])[C:4](=[O:20])[C:5]2[C:10]([CH2:11][NH:26][C:27]3[CH:32]=[CH:31][CH:30]=[CH:29][CH:28]=3)=[CH:9][N:8]([CH2:13][C:14]3[CH:19]=[CH:18][CH:17]=[CH:16][CH:15]=3)[C:6]=2[N:7]=1 |f:2.3|. Reported procedure: In 10 ml of dry methanol is dissolved 340 mg of 2-amino-7-benzyl-3-isopropyloxymethylpyrrolo[2,3-d]pyrimidin-4-one-5-carbaldehyde and 93 mg of aniline and the mixture is allowed to stand under stirring at room temperature for 60 min. The mixture is then cooled to 0° C. and treated with 38 mg of sodium borohydride for 2 hrs. The excess reagent is decomposed with HCl, the solvent is distilled off under reduced pressure, and the residue is purified by silica gel column chromatography to give 285 mg... The reactants are C(CCC)C1(C(C2=CC=C(C=C2C1)OCOC)(O)C(=C)C)CCCC=C (2-butyl-1-isopropenyl-5-(methoxymethoxy)-2-(4-pentenyl)-1-indanol), tricyclohexylphosphine[1,3-bis(2,4,6-trimethylphenyl)-4,5-dihydro-imidazol-2-ylidene]benzylidine ruthenium(IV) dichloride, tricyclohexylphosphine[1,3-bis(2,4,6-trimethylphenyl)-4,5-dihydro-imidazol-2-ylidene]benzylidine ruthenium (IV) dichloride. The solvent is ClCCl (dichloromethane). Conditions: temperature 45 celsius, time 8 hour. Yields the product C(CCC)C12CC3=C(C2(C(=CCCC1)C)O)C=CC(=C3)OCOC (9a-butyl-2-(methoxymethoxy)-5-methyl-8,9,9a,10-tetrahydrobenzo[a]azulen-4b(7H)-ol). Reaction SMILES: [CH2:1]([C:5]1([CH2:22][CH2:23][CH2:24][CH:25]=C)[CH2:13][C:12]2[C:7](=[CH:8][CH:9]=[C:10]([O:14][CH2:15][O:16][CH3:17])[CH:11]=2)[C:6]1([C:19]([CH3:21])=[CH2:20])[OH:18])[CH2:2][CH2:3]C>ClCCl>[CH2:22]([C:5]12[CH2:1][CH2:2][CH2:3][CH:21]=[C:19]([CH3:20])[C:6]1([OH:18])[C:7]1[CH:8]=[CH:9][C:10]([O:14][CH2:15][O:16][CH3:17])=[CH:11][C:12]=1[CH2:13]2)[CH2:23][CH2:24][CH3:25]. Procedure: A solution of 2-butyl-1-isopropenyl-5-(methoxymethoxy)-2-(4-pentenyl)-1-indanol (200 mg, 0.56 mmol) in dichloromethane (22 mL) was treated with tricyclohexylphosphine[1,3-bis(2,4,6-trimethylphenyl)-4,5-dihydro-imidazol-2-ylidene]benzylidine ruthenium(IV) dichloride (47 mg, 0.056 mmol). After stirring at 45° C. overnight, the mixture was treated with additional tricyclohexylphosphine[1,3-bis(2,4,6-trimethylphenyl)-4,5-dihydro-imidazol-2-ylidene]benzylidine ruthenium (IV) dichloride (47 mg, 0.056 ... The reactants are CN (methylamine), ClCC1CN(CCC1)C (3-(chloromethyl)-1-methylpiperidine). The solvent is C(C)O (ethanol), C(C)O (ethanol). Yields the product CNCC1CN(CCC1)C (3-(Methylaminomethyl)-1-methylpiperidine). As a reaction SMILES: Cl[CH2:2][CH:3]1[CH2:8][CH2:7][CH2:6][N:5]([CH3:9])[CH2:4]1.[CH3:10][NH2:11]>C(O)C>[CH3:10][NH:11][CH2:2][CH:3]1[CH2:8][CH2:7][CH2:6][N:5]([CH3:9])[CH2:4]1. Procedure details: A solution of 3-(chloromethyl)-1-methylpiperidine (9.2 g, 50 mmol) (U.S. Pat. No. 6,184,338, example 5) and 33% methylamine in ethanol (60 mL) in ethanol (30 mL) was heated in a sealed vessel at 100° C. for 17 hours. The reaction mixture was concentrated in vacuo and diluted with water before being extracted into dichloromethane and dried over magnesium sulphate. The reaction mixture was filtered and concentrated in vacuo to yield the title product, 8.2 g. Starting materials: C1CCOC1, N#Cc1cc(Oc2ccc3c(C(=O)Nc4cccc(C(F)(F)F)c4)cccc3c2)ncn1. The product is NCc1cc(Oc2ccc3c(C(=O)Nc4cccc(C(F)(F)F)c4)cccc3c2)ncn1. As a reaction SMILES: [CH2:33]1[O:34][CH2:35][CH2:36][CH2:37]1.[F:1][C:2]([c:3]1[cH:4][c:5]([NH:9][C:10](=[O:11])[c:12]2[cH:13][cH:14][cH:15][c:16]3[cH:17][c:18]([O:22][c:23]4[n:24][cH:25][n:26][c:27]([C:29]#[N:30])[cH:28]4)[cH:19][cH:20][c:21]23)[cH:6][cH:7][cH:8]1)([F:31])[F:32]>>[F:1][C:2]([c:3]1[cH:4][c:5]([NH:9][C:10](=[O:11])[c:12]2[cH:13][cH:14][cH:15][c:16]3[cH:17][c:18]([O:22][c:23]4[n:24][cH:25][n:26][c:27]([CH2:29][NH2:30])[cH:28]4)[cH:19][cH:20][c:21]23)[cH:6][cH:7][cH:8]1)([F:31])[F:32]. The reactants are C(C)(C)C=1C(NC(NC1C(C1=CC(=CC(=C1)C)C)=O)=O)=O (5-Isopropyl-6-(3,5-dimethylbenzoyl)-2,4-pyrimidinedione), BrCC1CC1 (bromomethyl cyclopropane). Product: C1(CC1)CN1C(NC(C(=C1C(C1=CC(=CC(=C1)C)C)=O)C(C)C)=O)=O (1-(Cyclopropyl)methyl-5-isopropyl-6-(3,5-dimethylbenzoyl)-2,4-pyrimidinedione). Yield: 46.4%. RXN SMILES: [CH:1]([C:4]1[C:5](=[O:21])[NH:6][C:7](=[O:20])[NH:8][C:9]=1[C:10](=[O:19])[C:11]1[CH:16]=[C:15]([CH3:17])[CH:14]=[C:13]([CH3:18])[CH:12]=1)([CH3:3])[CH3:2].Br[CH2:23][CH:24]1[CH2:26][CH2:25]1>>[CH:24]1([CH2:23][N:8]2[C:9]([C:10](=[O:19])[C:11]3[CH:12]=[C:13]([CH3:18])[CH:14]=[C:15]([CH3:17])[CH:16]=3)=[C:4]([CH:1]([CH3:3])[CH3:2])[C:5](=[O:21])[NH:6][C:7]2=[O:20])[CH2:26][CH2:25]1. Procedure details: 5-Isopropyl-6-(3,5-dimethylbenzoyl)-2,4-pyrimidinedione and bromomethyl cyclopropane were reacted by the same way with the example 1 to obtain the titled compound (158 mg, yield: 46.4%). The reactants are [OH-].[Na+] (sodium hydroxide), Cl (hydrochloric acid), C(#N)C=1C=C(N)C=CC1 (3-Cyanoaniline), COC(=O)C#CC(=O)OC (dimethylacetylene dicarboxylate). The solvent is CO (methanol), O (water), CO (methanol), C1(=CC=CC=C1)OC1=CC=CC=C1 (diphenyl ether). The product is C(#N)C1=C2C(C=C(NC2=CC=C1)C(=O)O)=O (5-cyano-4-oxo-1,4-dihydroquinoline-2-carboxylic acid). The yield is 0.5%. Reaction SMILES: [C:1]([C:3]1[CH:4]=[C:5]([CH:7]=[CH:8][CH:9]=1)[NH2:6])#[N:2].C[O:11][C:12]([C:14]#[C:15][C:16](OC)=[O:17])=[O:13].[OH-].[Na+].Cl>CO.C1(OC2C=CC=CC=2)C=CC=CC=1.O>[C:1]([C:3]1[CH:9]=[CH:8][CH:7]=[C:5]2[C:4]=1[C:16](=[O:17])[CH:15]=[C:14]([C:12]([OH:13])=[O:11])[NH:6]2)#[N:2] |f:2.3|. Procedure: 3-Cyanoaniline (21.3 g, 0.18 mol) and dimethylacetylene dicarboxylate (10.9 ml, 0.12 mol) were dissolved in dry methanol and heated at reflux for 14 h. After cooling, the solvent was removed in vacuo and the residue partitioned between diethyl ether and 1N hydrochloric acid. The organic layer was dried (Na2SO4), filtered and concentrated in vacuo to leave an oil which was heated in diphenyl ether (100 ml) at 250° C. for 15 minutes. On cooling, a solid precipated which was collected and recrystal...